From a dataset of the Open Reaction Database (ORD), a public repository of structured organic reaction records. describe an organic reaction: reactants, conditions, products, and yield Starting materials: CC(C)(C)c1ccc(CCC(O)CC2CCCCC2)cc1NC(=O)CC1c2ccccc2Oc2ccccc21, CN(C)CC(=O)O, Cl. The product is CN(C)CC(=O)OC(CCc1ccc(C(C)(C)C)c(NC(=O)CC2c3ccccc3Oc3ccccc32)c1)CC1CCCCC1. As a reaction SMILES: [C:1]([CH3:2])([CH3:3])([CH3:4])[c:5]1[c:6]([NH:22][C:23]([CH2:24][CH:25]2[c:26]3[cH:27][cH:28][cH:29][cH:30][c:31]3[O:32][c:33]3[cH:34][cH:35][cH:36][cH:37][c:38]32)=[O:39])[cH:7][c:8]([CH2:11][CH2:12][CH:13]([CH2:14][CH:15]2[CH2:16][CH2:17][CH2:18][CH2:19][CH2:20]2)[OH:21])[cH:9][cH:10]1.[CH3:41][N:42]([CH2:43][C:44](=[O:45])[OH:46])[CH3:47].[ClH:40]>>[C:1]([CH3:2])([CH3:3])([CH3:4])[c:5]1[c:6]([NH:22][C:23]([CH2:24][CH:25]2[c:26]3[cH:27][cH:28][cH:29][cH:30][c:31]3[O:32][c:33]3[cH:34][cH:35][cH:36][cH:37][c:38]32)=[O:39])[cH:7][c:8]([CH2:11][CH2:12][CH:13]([CH2:14][CH:15]2[CH2:16][CH2:17][CH2:18][CH2:19][CH2:20]2)[O:21][C:44]([CH2:43][N:42]([CH3:41])[CH3:47])=[O:45])[cH:9][cH:10]1. Starting materials: CC1(C)CC(=O)c2c(CC3CC3)nn(-c3ccc(C#N)cc3)c2C1, [Na+], [OH-], OO. Yields the product CC1(C)CC(=O)c2c(CC3CC3)nn(-c3ccc(C(N)=O)cc3)c2C1. RXN SMILES: [CH:1]1([CH2:4][c:5]2[n:6][n:7](-[c:17]3[cH:18][cH:19][c:20]([C:21]#[N:22])[cH:23][cH:24]3)[c:8]3[c:13]2[C:12](=[O:14])[CH2:11][C:10]([CH3:15])([CH3:16])[CH2:9]3)[CH2:2][CH2:3]1.[Na+:26].[OH-:25].[OH:27][OH:28]>>[CH:1]1([CH2:4][c:5]2[n:6][n:7](-[c:17]3[cH:18][cH:19][c:20]([C:21]([NH2:22])=[O:25])[cH:23][cH:24]3)[c:8]3[c:13]2[C:12](=[O:14])[CH2:11][C:10]([CH3:15])([CH3:16])[CH2:9]3)[CH2:2][CH2:3]1. Reactants: ClS(=O)(=O)C1=CC=C(S1)C1=CC=C(C=C1)CCC (5-chlorosulfonyl-2-(4-propylphenyl)thiophene), NC1=C(C(=NO1)C)Br (5-amino-4-bromo-3-methylisoxazole), solid. The solvent is CO.C(Cl)(Cl)Cl (MeOH CHCl3). Yields the product BrC=1C(=NOC1NS(=O)(=O)C=1SC(=CC1)C1=CC=C(C=C1)CCC)C (N-(4-bromo-3-methyl-5-isoxazolyl)-5-(4-propylphenyl)thiophene-2-sulfonamide). As a reaction SMILES: Cl[S:2]([C:5]1[S:9][C:8]([C:10]2[CH:15]=[CH:14][C:13]([CH2:16][CH2:17][CH3:18])=[CH:12][CH:11]=2)=[CH:7][CH:6]=1)(=[O:4])=[O:3].[NH2:19][C:20]1[O:24][N:23]=[C:22]([CH3:25])[C:21]=1[Br:26]>CO.C(Cl)(Cl)Cl>[Br:26][C:21]1[C:22]([CH3:25])=[N:23][O:24][C:20]=1[NH:19][S:2]([C:5]1[S:9][C:8]([C:10]2[CH:15]=[CH:14][C:13]([CH2:16][CH2:17][CH3:18])=[CH:12][CH:11]=2)=[CH:7][CH:6]=1)(=[O:4])=[O:3] |f:2.3|. Procedure details: N-(4-bromo-3-methyl-5-isoxazolyl)-5-(4-propylphenyl)thiophene-2-sulfonamide was prepared in the same manner as described in Example 2. Reaction of 5-chlorosulfonyl-2-(4-propylphenyl)thiophene (260 mg, 0.87 mmol) with 5-amino-4-bromo-3-methylisoxazole (161 mg, 0.91 mmol) yielded after flash chromatography using 10% MeOH/CHCl3 a brown solid (76.1 mg) which was further purified using preparative HPLC to give the pure sulfonamide as a tan colored oil. Reactants: C(C)(C)(C)OC(N[C@@H]1C(NCC1)=O)=O ((2-oxo-pyrrolidin-3-(S)-yl)-carbamic acid tert-butyl ester), BrCC=1C=C(SC1)C#N (4-bromomethyl-thiophene-2-carbonitrile), [H-].[Na+] (sodium hydride). The solvent is C1CCOC1.CN(C)C=O (THF DMF). Run at time 2 hour. Product: C(C)(C)(C)OC(N[C@@H]1C(N(CC1)CC1=CSC(=C1)C#N)=O)=O ([1-(5-Cyanothiophene-3-ylmethyl)-2-oxo-pyrrolidin-3-(S)-yl]-carbamic acid tert-butyl ester). Yield: 86.3%. As a reaction SMILES: [C:1]([O:5][C:6](=[O:14])[NH:7][C@H:8]1[CH2:12][CH2:11][NH:10][C:9]1=[O:13])([CH3:4])([CH3:3])[CH3:2].Br[CH2:16][C:17]1[CH:18]=[C:19]([C:22]#[N:23])[S:20][CH:21]=1.[H-].[Na+]>C1COCC1.CN(C=O)C>[C:1]([O:5][C:6](=[O:14])[NH:7][C@H:8]1[CH2:12][CH2:11][N:10]([CH2:16][C:17]2[CH:18]=[C:19]([C:22]#[N:23])[S:20][CH:21]=2)[C:9]1=[O:13])([CH3:4])([CH3:2])[CH3:3] |f:2.3,4.5|. Procedure: To a solution of (2-oxo-pyrrolidin-3-(S)-yl)-carbamic acid tert-butyl ester (3.2 g, 16 mmol), prepared as described in EXAMPLE 1, Part A in 80 mL of THF:DMF (10:1) at 0° C. is added 4-bromomethyl-thiophene-2-carbonitrile (3.23 g, 16 mmol) and sodium hydride (60% dispersion in oil, 0.67 g, 16.8 mmol). After addition, the solution was allowed to warm to ambient temperatures. After 2 h, the solution is quenched by the addition of sat. NH4Cl. The solution is diluted with H2O and EtOAc. The layers ar... Run at temperature 60 celsius, time 3 hour. Starting materials: CC1=C(OCC#N)C(=CC=C1)COC1=CC(=CC=C1)CNC1=NC2=CC=CC=C2C=C1 ({2-Methyl-6-[3-(quinolin-2-ylaminomethyl)-phenoxymethyl]-phenoxy}-acetonitrile), C1CCOC1 (THF), CO (methanol), Cl (hydrochloric acid), [OH-].[Na+] (sodium hydroxide). The product is CC1=C(OCC(=O)O)C(=CC=C1)COC1=CC(=CC=C1)CNC1=NC2=CC=CC=C2C=C1 ({2-Methyl-6-[3-(quinolin-2-ylaminomethyl)-phenoxymethyl]-phenoxy}-acetic acid). RXN SMILES: [CH3:1][C:2]1[CH:11]=[CH:10][CH:9]=[C:8]([CH2:12][O:13][C:14]2[CH:19]=[CH:18][CH:17]=[C:16]([CH2:20][NH:21][C:22]3[CH:31]=[CH:30][C:29]4[C:24](=[CH:25][CH:26]=[CH:27][CH:28]=4)[N:23]=3)[CH:15]=2)[C:3]=1[O:4][CH2:5][C:6]#N.C1COCC1.[OH-:37].[Na+].Cl.C[OH:41]>>[CH3:1][C:2]1[CH:11]=[CH:10][CH:9]=[C:8]([CH2:12][O:13][C:14]2[CH:19]=[CH:18][CH:17]=[C:16]([CH2:20][NH:21][C:22]3[CH:31]=[CH:30][C:29]4[C:24](=[CH:25][CH:26]=[CH:27][CH:28]=4)[N:23]=3)[CH:15]=2)[C:3]=1[O:4][CH2:5][C:6]([OH:41])=[O:37] |f:2.3|. Procedure: To a solution of {2-methyl-6-[3-(quinolin-2-ylaminomethyl)-phenoxymethyl]-phenoxy}-acetonitrile (134 mg, 0.31 mmol, example 35a) in methanol (1 mL) is added THF (1 mL) followed by sodium hydroxide solution (0.2 mL, 10 N). The resulting mixture is warmed to 60° C. and stirred at this temperature for 3 h. The reaction mixture is then cooled to room temperature and acidified to ca. pH 5 with hydrochloric acid (1 mL, 2N), then extracted with ethyl acetate, washed with brine, dried over MgSO4 and con... The reactants are ClCCl, COc1cc(-c2csc3c(C=CCCN4CCC(CNC(=O)OC(C)(C)C)CC4)cnc(N)c23)ccc1NC(=O)c1cc2ccccc2n1C. Product: COc1cc(-c2csc3c(C=CCCN4CCC(CN)CC4)cnc(N)c23)ccc1NC(=O)c1cc2ccccc2n1C. Reaction SMILES: [Cl:51][CH2:52][Cl:53].[NH2:1][c:2]1[n:3][cH:4][c:5]([CH:32]=[CH:33][CH2:34][CH2:35][N:36]2[CH2:37][CH2:38][CH:39]([CH2:42][NH:43][C:44](=[O:45])[O:46][C:47]([CH3:48])([CH3:49])[CH3:50])[CH2:40][CH2:41]2)[c:6]2[c:7]1[c:8](-[c:11]1[cH:12][c:13]([O:30][CH3:31])[c:14]([NH:17][C:18](=[O:19])[c:20]3[n:21]([CH3:29])[c:22]4[cH:23][cH:24][cH:25][cH:26][c:27]4[cH:28]3)[cH:15][cH:16]1)[cH:9][s:10]2>>[NH2:1][c:2]1[n:3][cH:4][c:5]([CH:32]=[CH:33][CH2:34][CH2:35][N:36]2[CH2:37][CH2:38][CH:39]([CH2:42][NH2:43])[CH2:40][CH2:41]2)[c:6]2[c:7]1[c:8](-[c:11]1[cH:12][c:13]([O:30][CH3:31])[c:14]([NH:17][C:18](=[O:19])[c:20]3[n:21]([CH3:29])[c:22]4[cH:23][cH:24][cH:25][cH:26][c:27]4[cH:28]3)[cH:15][cH:16]1)[cH:9][s:10]2. Starting materials: CN1C2CN(CC2CC1C)C(=O)OCC (ethyl 2,3-dimethyl-2,7-diazabicyclo[3.3.0]octane-7-carboxylate), C([O-])([O-])=O.[K+].[K+] (potassium carbonate). The solvent is Cl (hydrochloric acid). Yields the product CN1C2CNCC2CC1C (2,3-Dimethyl-2,7-diazabicyclo[3.3.0]octane). RXN SMILES: [CH3:1][N:2]1[CH:9]([CH3:10])[CH2:8][CH:7]2[CH:3]1[CH2:4][N:5](C(OCC)=O)[CH2:6]2.C(=O)([O-])[O-].[K+].[K+]>Cl>[CH3:1][N:2]1[CH:9]([CH3:10])[CH2:8][CH:7]2[CH:3]1[CH2:4][NH:5][CH2:6]2 |f:1.2.3|. Reported procedure: 7.25 g (34.2 mmol) of ethyl 2,3-dimethyl-2,7-diazabicyclo[3.3.0]octane-7-carboxylate are heated under reflux overnight with 50 ml of concentrated hydrochloric acid. The mixture is rendered alkaline with potassium carbonate and extracted ten times using 50 ml of chloroform each time, the extracts are dried over potassium carbonate and concentrated, and the residue is distilled. Starting materials: C(C1=CC=CC=C1)(=O)OC1=CC=C(C=C1)O (4-hydroxyphenyl benzoate), C([O-])([O-])=O.[K+].[K+] (potassium carbonate), ClC(=CCCl)Cl (1,1,3-trichloropropene), CN(C=O)C (N,N-dimethylformamide), crude product. Solvent: O (water). Run at time 15 hour. Yields the product C(C1=CC=CC=C1)(=O)OC1=CC=C(C=C1)OCC=C(Cl)Cl (4-(3,3-dichloro-2-propenyloxy)phenyl benzoate). The yield is 95.8%. As a reaction SMILES: [C:1]([O:9][C:10]1[CH:15]=[CH:14][C:13]([OH:16])=[CH:12][CH:11]=1)(=[O:8])[C:2]1[CH:7]=[CH:6][CH:5]=[CH:4][CH:3]=1.C(=O)([O-])[O-].[K+].[K+].[Cl:23][C:24]([Cl:28])=[CH:25][CH2:26]Cl.CN(C)C=O>O>[C:1]([O:9][C:10]1[CH:11]=[CH:12][C:13]([O:16][CH2:26][CH:25]=[C:24]([Cl:28])[Cl:23])=[CH:14][CH:15]=1)(=[O:8])[C:2]1[CH:3]=[CH:4][CH:5]=[CH:6][CH:7]=1 |f:1.2.3|. Procedure: A reaction vessel was charged with 30.5 g of 4-hydroxyphenyl benzoate, 21.6 g of potassium carbonate, 20.8 g of 1,1,3-trichloropropene and 100 ml of N,N-dimethylformamide. After stirring at room temperature for 15 hours, the reaction mixture was poured into water and extracted twice with 150 ml of diethyl ether. The ether layers were combined, washed with water, dried over anhydrous magnesium sulfate, and then concentrated to give a crude product. The crude product was subjected to silica gel ch...